This data is from the Open Reaction Database (ORD), a public repository of structured organic reaction records. The task is: describe an organic reaction: reactants, conditions, products, and yield The reactants are C(CCC)C1=CC=C(C=C1)CCCCO (4-(4-butylphenyl)butanol), CN(C)C1=NC=CC=C1 (dimethylaminopyridine), ice water, S(=O)(=O)(C1=CC=C(C)C=C1)Cl (tosyl chloride), N1=CC=CC=C1 (pyridine). The solvent is ClCCl (dichloromethane). Run at time 8 hour. The product is C1(=CC=C(C=C1)S(=O)(=O)OCCCCC1=CC=C(C=C1)CCCC)C (4-(4-butylphenyl)butyl p-toluenesulfonate). Isolated yield 66.7%. RXN SMILES: [CH2:1]([C:5]1[CH:10]=[CH:9][C:8]([CH2:11][CH2:12][CH2:13][CH2:14][OH:15])=[CH:7][CH:6]=1)[CH2:2][CH2:3][CH3:4].[S:16](Cl)([C:19]1[CH:25]=[CH:24][C:22]([CH3:23])=[CH:21][CH:20]=1)(=[O:18])=[O:17].N1C=CC=CC=1.CN(C1C=CC=CN=1)C>ClCCl>[C:22]1([CH3:23])[CH:24]=[CH:25][C:19]([S:16]([O:15][CH2:14][CH2:13][CH2:12][CH2:11][C:8]2[CH:7]=[CH:6][C:5]([CH2:1][CH2:2][CH2:3][CH3:4])=[CH:10][CH:9]=2)(=[O:18])=[O:17])=[CH:20][CH:21]=1. Procedure details: A solution of 1.1 g of 4-(4-butylphenyl)butanol, 1.05 g of tosyl chloride, 0.48 ml of pyridine and a catalytic amount of dimethylaminopyridine in dichloromethane was allowed to stand at room temperature overnight. The reaction mixture was poured into 50 ml of ice water and extracted with chloroform. The extract was dried over anhydrous sodium sulfate and the solvent was distilled away. The residue was purified by silica gel column chromatography (ethyl acetate:hexane=1:6) to give 1.2814 g of 4-(... Reactants: ClCC=1SC2=NC=CC=C2N1 (2-(chloromethyl)[1,3]thiazolo[5,4-b]pyridine), CC(OCC)=O (EA), N1CCC(CC1)C1=NC=CC=C1 (2-(4-piperidinyl)pyridine), D1. Run in C(C)#N (acetonitrile). Run at time 18 hour. Product: N1=C(C=CC=C1)C1CCN(CC1)CC=1SC2=NC=CC=C2N1 (2-{[4-(2-pyridinyl)-1-piperidinyl]methyl}[1,3]thiazolo[5,4-b]pyridine). Reaction SMILES: Cl[CH2:2][C:3]1[S:4][C:5]2[C:10]([N:11]=1)=[CH:9][CH:8]=[CH:7][N:6]=2.[NH:12]1[CH2:17][CH2:16][CH:15]([C:18]2[CH:23]=[CH:22][CH:21]=[CH:20][N:19]=2)[CH2:14][CH2:13]1.CC(=O)OCC>C(#N)C>[N:19]1[CH:20]=[CH:21][CH:22]=[CH:23][C:18]=1[CH:15]1[CH2:16][CH2:17][N:12]([CH2:2][C:3]2[S:4][C:5]3[C:10]([N:11]=2)=[CH:9][CH:8]=[CH:7][N:6]=3)[CH2:13][CH2:14]1. Reported procedure: The product from Example 38A (50 mg, 0.11 mmol), 2-(4-piperidinyl)pyridine (25 mg, 0.13 mmol), and D1 EA (340 μL, 2.1 mmol) were combined in acetonitrile (1 mL) and stirred at room temperature for 18 hours. The reaction mixture was concentrated under reduced pressure. The residue was treated with hot methanol. The methanol was filtered and the filter cake washed with cold methanol to provide the title compound. 1H NMR (300 MHz, DMSO-d6) δ 2.13 (m, 4H), 3.13 (m, 4H), 3.61 (m, 3H), 7.38 (d, J=4.75... Reactants: BrC1=C(C=CC(=C1)C(F)(F)F)N1C2=C(OCC1)C=C(C=C2)S(=O)(=O)NC2=NC=NS2 (4-(2-bromo-4-(trifluoromethyl)phenyl)-N-(1,2,4-thiadiazol-5-yl)-3,4-dihydro-2H-benzo[b][1,4]oxazine-7-sulfonamide), CN1N=CC=C1B1OC(C(O1)(C)C)(C)C (1-methyl-5-(4,4,5,5-tetramethyl-1,3,2-dioxaborolan-2-yl)-1H-pyrazole), C(=O)([O-])[O-].[K+].[K+] (K2CO3), Cl (HCl). Reagents/catalysts: C=1C=CC(=CC1)[P](C=2C=CC=CC2)(C=3C=CC=CC3)[Pd]([P](C=4C=CC=CC4)(C=5C=CC=CC5)C=6C=CC=CC6)([P](C=7C=CC=CC7)(C=8C=CC=CC8)C=9C=CC=CC9)[P](C=1C=CC=CC1)(C=1C=CC=CC1)C=1C=CC=CC1 (tetrakis(triphenylphosphine)palladium(0)). The solvent is O1CCOCC1 (dioxane), O (water), O (water). Run at temperature 100 celsius. Yields the product CN1N=CC=C1C1=C(C=CC(=C1)C(F)(F)F)N1C2=C(OCC1)C=C(C=C2)S(=O)(=O)NC2=NC=NS2 (4-(2-(1-methyl-1H-pyrazol-5-yl)-4-(trifluoromethyl)phenyl)-N-(1,2,4-thiadiazol-5-yl)-3,4-dihydro-2H-benzo[b][1,4]oxazine-7-sulfonamide). Yield: 17.7%. As a reaction SMILES: Br[C:2]1[CH:7]=[C:6]([C:8]([F:11])([F:10])[F:9])[CH:5]=[CH:4][C:3]=1[N:12]1[CH2:17][CH2:16][O:15][C:14]2[CH:18]=[C:19]([S:22]([NH:25][C:26]3[S:30][N:29]=[CH:28][N:27]=3)(=[O:24])=[O:23])[CH:20]=[CH:21][C:13]1=2.[CH3:31][N:32]1[C:36](B2OC(C)(C)C(C)(C)O2)=[CH:35][CH:34]=[N:33]1.C([O-])([O-])=O.[K+].[K+].Cl>O1CCOCC1.O.C1C=CC([P]([Pd]([P](C2C=CC=CC=2)(C2C=CC=CC=2)C2C=CC=CC=2)([P](C2C=CC=CC=2)(C2C=CC=CC=2)C2C=CC=CC=2)[P](C2C=CC=CC=2)(C2C=CC=CC=2)C2C=CC=CC=2)(C2C=CC=CC=2)C2C=CC=CC=2)=CC=1>[CH3:31][N:32]1[C:36]([C:2]2[CH:7]=[C:6]([C:8]([F:11])([F:10])[F:9])[CH:5]=[CH:4][C:3]=2[N:12]2[CH2:17][CH2:16][O:15][C:14]3[CH:18]=[C:19]([S:22]([NH:25][C:26]4[S:30][N:29]=[CH:28][N:27]=4)(=[O:24])=[O:23])[CH:20]=[CH:21][C:13]2=3)=[CH:35][CH:34]=[N:33]1 |f:2.3.4,^1:63,65,84,103|. Procedure: A microwave vial was charged with INTERMEDIATE D (0.100 g, 0.192 mmol), 1-methyl-5-(4,4,5,5-tetramethyl-1,3,2-dioxaborolan-2-yl)-1H-pyrazole (Sigma Aldrich, St. Louis, Mo., 0.060 g, 0.288 mmol), tetrakis(triphenylphosphine)palladium(0) (0.022 g, 0.019 mmol), and K2CO3 (0.133 g, 0.959 mmol). The solids were diluted with dioxane (1.279 mL) and water (0.639 mL), and the reaction was heated under microwave irradiation at 100° C. for 60 minutes (starting material remained, but the reaction was moved ... As a reaction SMILES: [O:1]1[C@H:3]([CH3:4])[CH2:2]1.[CH2:5]([Mg]Br)[CH2:6][CH2:7][CH:8]=[CH2:9]>>[CH3:4][C@@H:3]([OH:1])[CH2:2][CH2:9][CH2:8][CH2:7][CH:6]=[CH2:5]. Reactants: formula 2, O1C[C@H]1C ((R)-(+)-1,2-epoxypropane), C(CCC=C)[Mg]Br (4-pentenyl magnesium bromide). Procedure: As shown in the reaction formula 2, the (R)-(+)-1,2-epoxypropane is added to separately synthesized 1M 4-pentenyl magnesium bromide, obtaining a (2R)-7-octen-2-ol (III). Yields the product C[C@H](CCCCC=C)O ((2R)-7-octen-2-ol). The reactants are CN1CCC2(CC1)OC(C1=CC=CC=C12)C1=CC=CC=C1 (1,3-Dihydro-1'-methyl-3-phenylspiro[isobenzofuran-1,4'-piperidine]), COS(=O)(=O)OC (dimethylsulfate), O1CCCC1 (tetrahydrofuran), O1CCCC1 (tetrahydrofuran), C(CCC)[Li] (butyllithium). The solvent is CCCCCC (hexane). Conditions: time 30 minute. Yields the product CN1CCC2(CC1)OC(C1=CC=CC=C12)(C1=CC=CC=C1)C (1,3-Dihydro-1',3-dimethyl-3-phenylspiro[isobenzofuran-1,4'-piperidine]). As a reaction SMILES: [CH3:1][N:2]1[CH2:7][CH2:6][C:5]2([C:15]3[C:10](=[CH:11][CH:12]=[CH:13][CH:14]=3)[CH:9]([C:16]3[CH:21]=[CH:20][CH:19]=[CH:18][CH:17]=3)[O:8]2)[CH2:4][CH2:3]1.O1CCC[CH2:23]1.C([Li])CCC.COS(OC)(=O)=O>CCCCCC>[CH3:1][N:2]1[CH2:7][CH2:6][C:5]2([C:15]3[C:10](=[CH:11][CH:12]=[CH:13][CH:14]=3)[C:9]([CH3:23])([C:16]3[CH:21]=[CH:20][CH:19]=[CH:18][CH:17]=3)[O:8]2)[CH2:4][CH2:3]1. Reported procedure: A solution of 1.4 g. of 1,3-dihydro-1'-methyl-3-phenylspiro[isobenzofuran-1,4'-piperidine], (Example 2), in 20 ml. of tetrahydrofuran is cooled to -50° and treated dropwise with 4 ml. of butyllithium in hexane. Stirring is continued for 30 minutes under nitrogen. To the solution is slowly added 900 mg. of dimethylsulfate in 10 ml. of tetrahydrofuran. The mixture is stirred at -10° for 1 hour and overnight at ambient temperature. Ice is added, the mixture is extracted with ether, and the organic ... Reactants: CCOc1nnc(C(C)Br)s1, O=C([O-])[O-], Cc1ccc(Oc2ccc(O)cc2)cc1, CC(C)=O, [K+], [K+]. Product: CCOc1nnc(C(C)Oc2ccc(Oc3ccc(C)cc3)cc2)s1. As a reaction SMILES: [Br:22][CH:23]([CH3:24])[c:25]1[s:26][c:27]([O:30][CH2:31][CH3:32])[n:28][n:29]1.[C:16](=[O:17])([O-:18])[O-:19].[CH3:1][c:2]1[cH:3][cH:4][c:5]([O:6][c:7]2[cH:8][cH:9][c:10]([OH:13])[cH:11][cH:12]2)[cH:14][cH:15]1.[CH3:33][C:34](=[O:35])[CH3:36].[K+:20].[K+:21]>>[CH3:1][c:2]1[cH:3][cH:4][c:5]([O:6][c:7]2[cH:8][cH:9][c:10]([O:13][CH:23]([CH3:24])[c:25]3[s:26][c:27]([O:30][CH2:31][CH3:32])[n:28][n:29]3)[cH:11][cH:12]2)[cH:14][cH:15]1. The reactants are C(C1=CC=CC=C1)OC(=O)NCCN(CCOCCOCCOCCNC(OC(C)(C)C)=O)CCOC (tert-Butyl N-[2-[2-[2-[2-[2-(benzyloxycarbonylamino)ethyl-(2-methoxyethyl)amino]-ethoxy]ethoxy]ethoxy]ethyl]carbamate). The reagents and catalysts are [Pd] (palladium on carbon). Solvent: CO (methanol). Yields the product CN(CCNC)CCOCCOCCOCCNC(OC(C)(C)C)=O (tert-Butyl 5-methyl-8,11,14-trioxa-2,5-diazahexadecan-16-ylcarbamate). The yield is 105.8%. As a reaction SMILES: C(O[C:9]([NH:11][CH2:12][CH2:13][N:14]([CH2:34]COC)[CH2:15][CH2:16][O:17][CH2:18][CH2:19][O:20][CH2:21][CH2:22][O:23][CH2:24][CH2:25][NH:26][C:27](=[O:33])[O:28][C:29]([CH3:32])([CH3:31])[CH3:30])=O)C1C=CC=CC=1>[Pd].CO>[CH3:34][N:14]([CH2:15][CH2:16][O:17][CH2:18][CH2:19][O:20][CH2:21][CH2:22][O:23][CH2:24][CH2:25][NH:26][C:27](=[O:33])[O:28][C:29]([CH3:31])([CH3:30])[CH3:32])[CH2:13][CH2:12][NH:11][CH3:9]. Procedure details: tert-Butyl N-[2-[2-[2-[2-[2-(benzyloxycarbonylamino)ethyl-(2-methoxyethyl)amino]-ethoxy]ethoxy]ethoxy]ethyl]carbamate (2.99 g,) and palladium on carbon (10%, wet, 0.6 g) in methanol (30 mL) were stirred under a hydrogen atmosphere (balloon) for 2 hours. The mixture was filtered through celite and evaporated to give product as an oil (2.18 g, quantitative). The reactants are O(C1=CC=CC=C1)C=1C=C(C(=O)CC#N)C=CC1 (3-Phenoxybenzoylacetonitrile), COC(OC)OC (trimethylorthoformate), CNC (dimethylamine). The solvent is C(C)O (ethanol). Conditions: temperature 80 celsius, time 2 hour. The product is O(C1=CC=CC=C1)C=1C=C(C(=O)C(C#N)=CN(C)C)C=CC1 (2-(3-phenoxybenzoyl)-3-dimethylaminoacrylonitrile). The yield is 65.0%. Reaction SMILES: [O:1]([C:8]1[CH:9]=[C:10]([CH:16]=[CH:17][CH:18]=1)[C:11]([CH2:13][C:14]#[N:15])=[O:12])[C:2]1[CH:7]=[CH:6][CH:5]=[CH:4][CH:3]=1.[CH3:19]OC(OC)OC.[CH3:26][NH:27][CH3:28]>C(O)C>[O:1]([C:8]1[CH:9]=[C:10]([CH:16]=[CH:17][CH:18]=1)[C:11]([C:13](=[CH:26][N:27]([CH3:19])[CH3:28])[C:14]#[N:15])=[O:12])[C:2]1[CH:3]=[CH:4][CH:5]=[CH:6][CH:7]=1. Reported procedure: 3-Phenoxybenzoylacetonitrile (4 g) and trimethylorthoformate (30 ml) was stirred and heated to 80° C. for 2 hours. After cooling to 0° C., an excess of dimethylamine in ethanol solution was added and the mixture stirred for 2 hours at room temperature. The volatiles were then removed in vacuo and the residue chromatographed on a silica gel column using 5% methanol-dichloromethane (v/v) as eluant to give the title compound (3.2 g, 65%) as a white solid of m.p. 80°-82° C. The solvent is CC(C)O (2-propanol). Reported procedure: 1 g (5.32 mmol) of 2-methyl-4-oxo-4H-chromene-8-carbaldehyde is introduced into 25 ml of 2-propanol and heated under reflux with 0.93 g (9.3 mmol) of 2,4-pentanedione and 1.53 g (5.32 mmol) of (3S)-1-benzyl-2,5-dioxopyrrolidin-3-yl (2E)-3-aminobut-2-enoate [preparation analogous to D. Alker et al., Eur. J. Med. Chem. 26 (9), 907-913 (1991), starting from (3S)-1-benzyl-3-hydroxypyrrolidine-2,5-dione] overnight. The solvent is removed in vacuo, and the residue is purified by preparative HPLC. 950 ... As a reaction SMILES: [CH3:1][C:2]1[O:3][C:4]2[C:9]([C:10](=[O:12])[CH:11]=1)=[CH:8][CH:7]=[CH:6][C:5]=2[CH:13]=O.[CH3:15][C:16](=O)[CH2:17][C:18](=[O:20])[CH3:19].[NH2:22]/[C:23](/[CH3:42])=[CH:24]/[C:25]([O:27][C@H:28]1[CH2:32][C:31](=[O:33])[N:30]([CH2:34][C:35]2[CH:40]=[CH:39][CH:38]=[CH:37][CH:36]=2)[C:29]1=[O:41])=[O:26]>CC(O)C>[C:18]([C:17]1[C@@H:13]([C:5]2[CH:6]=[CH:7][CH:8]=[C:9]3[C:4]=2[O:3][C:2]([CH3:1])=[CH:11][C:10]3=[O:12])[C:24]([C:25]([O:27][C@H:28]2[CH2:32][C:31](=[O:33])[N:30]([CH2:34][C:35]3[CH:40]=[CH:39][CH:38]=[CH:37][CH:36]=3)[C:29]2=[O:41])=[O:26])=[C:23]([CH3:42])[NH:22][C:16]=1[CH3:15])(=[O:20])[CH3:19]. Reactants: CC=1OC2=C(C=CC=C2C(C1)=O)C=O (2-methyl-4-oxo-4H-chromene-8-carbaldehyde), CC(CC(C)=O)=O (2,4-pentanedione), N/C(=C/C(=O)O[C@@H]1C(N(C(C1)=O)CC1=CC=CC=C1)=O)/C ((3S)-1-benzyl-2,5-dioxopyrrolidin-3-yl (2E)-3-aminobut-2-enoate). The product is C(C)(=O)C=1[C@H](C(=C(NC1C)C)C(=O)O[C@@H]1C(N(C(C1)=O)CC1=CC=CC=C1)=O)C=1C=CC=C2C(C=C(OC12)C)=O ((3S)-1-Benzyl-2,5-dioxopyrrolidin-3-yl (4R)-5-acetyl-2,6-dimethyl-4-(2-methyl-4-oxo-4H-chromen-8-yl)-1,4-dihydropyridine-3-carboxylate), 4R/4S. The reactants are CS(N)(=O)=O, CN(C)c1ccncc1, ClCCl, CC1(C)Cc2cc(C(=O)O)ccc2NC1c1cc(F)cc(N2CCCC2)c1. The product is CC1(C)Cc2cc(C(=O)NS(C)(=O)=O)ccc2NC1c1cc(F)cc(N2CCCC2)c1. As a reaction SMILES: [CH3:28][S:29](=[O:30])(=[O:31])[NH2:32].[CH3:33][N:34]([CH3:35])[c:36]1[cH:37][cH:38][n:39][cH:40][cH:41]1.[Cl:42][CH2:43][Cl:44].[F:1][c:2]1[cH:3][c:4]([CH:13]2[NH:14][c:15]3[cH:16][cH:17][c:18]([C:25](=[O:26])[OH:27])[cH:19][c:20]3[CH2:21][C:22]2([CH3:23])[CH3:24])[cH:5][c:6]([N:8]2[CH2:9][CH2:10][CH2:11][CH2:12]2)[cH:7]1>>[F:1][c:2]1[cH:3][c:4]([CH:13]2[NH:14][c:15]3[cH:16][cH:17][c:18]([C:25](=[O:27])[NH:32][S:29]([CH3:28])(=[O:30])=[O:31])[cH:19][c:20]3[CH2:21][C:22]2([CH3:23])[CH3:24])[cH:5][c:6]([N:8]2[CH2:9][CH2:10][CH2:11][CH2:12]2)[cH:7]1.